From a dataset of the Open Reaction Database (ORD), a public repository of structured organic reaction records. describe an organic reaction: reactants, conditions, products, and yield Starting materials: CC1=CC=C(C=C1)N=C=O (4-methylphenyl isocyanate), C(C)OC(=O)C1=CN=C2N(C1=O)C=CC=C2S (3-ethoxycarbonyl-9-mercapto-4H-pyrido[1,2-a]pyrimidin-4-one), resultant mixture. The solvent is C(Cl)Cl (CH2Cl2). The product is C(C)OC(=O)C1=CN=C2N(C1=O)C=CC=C2SC(NC2=CC=C(C=C2)C)=O (3-ethoxycarbonyl-9-(4-methylphenylcarbamoylthio)-4H-pyrido[1,2-a]pyrimidin-4-one). As a reaction SMILES: [CH2:1]([O:3][C:4]([C:6]1[C:11](=[O:12])[N:10]2[CH:13]=[CH:14][CH:15]=[C:16]([SH:17])[C:9]2=[N:8][CH:7]=1)=[O:5])[CH3:2].[CH3:18][C:19]1[CH:24]=[CH:23][C:22]([N:25]=[C:26]=[O:27])=[CH:21][CH:20]=1>C(Cl)Cl>[CH2:1]([O:3][C:4]([C:6]1[C:11](=[O:12])[N:10]2[CH:13]=[CH:14][CH:15]=[C:16]([S:17][C:26](=[O:27])[NH:25][C:22]3[CH:23]=[CH:24][C:19]([CH3:18])=[CH:20][CH:21]=3)[C:9]2=[N:8][CH:7]=1)=[O:5])[CH3:2]. Reported procedure: To a suspension of 0.4 g of 3-ethoxycarbonyl-9-mercapto-4H-pyrido[1,2-a]pyrimidin-4-one II-1 in 10 ml of dry CH2Cl2 is added 0.35 g of 4-methylphenyl isocyanate III-1, and the resultant mixture is stirred at room temperature for 4 hours. At this time the reaction mixture is crystallized again after it is once dissolved. Starting materials: [Al+3].[Cl-].[Cl-].[Cl-] (AlCl3), Cl/C/1=C(/C(=O)OC1=O)\Cl (dichloromaleic anhydride), C1(=CC(=CC=C1)C)C (m-xylene), [Na+].[Cl-] (NaCl), [Cl-].[K+] (KCl), Cl (hydrochloric acid). Run in O (water). Run at time 30 minute. Product: O=C1C(=C(C2=CC(=CC(=C12)C)C)C(=O)O)Cl (1-oxo-2-chloro-5,7-dimethyl-indene-3-carboxylic acid). The yield is 97.2%. Reaction SMILES: [Al+3].[Cl-].[Cl-].[Cl-].[Na+].[Cl-].[Cl-].[K+].Cl[C:10]1=[C:11]([Cl:17])[C:12]([O:14][C:15]1=[O:16])=[O:13].[C:18]1([CH3:25])[CH:23]=[CH:22][CH:21]=[C:20]([CH3:24])[CH:19]=1.Cl>O>[O:13]=[C:12]1[C:21]2[C:22](=[CH:23][C:18]([CH3:25])=[CH:19][C:20]=2[CH3:24])[C:10]([C:15]([OH:14])=[O:16])=[C:11]1[Cl:17] |f:0.1.2.3,4.5,6.7|. Procedure: A mixture consisting of 88 g of powdered, anhydrous AlCl3, 16 g of NaCl, 5.4 of KCl and 16.7 g (0.1 mol) of dichloromaleic anhydride is initially introduced into a stirred flask provided with a HCl outlet and is heated at 90°-100° C. for a short time (until it has melted). 10.6 g (0.1 mol) of m-xylene are added at 70°-75° C. in the course of 45 minutes. After stirring for a further 30 minutes at 75°-80° C., the melt is introduced into a mixture of 25 ml of concentrated hydrochloric acid, water a... Starting materials: O=C(O)c1cccc2c(Br)cccc12, COc1ccc2c(C(=O)O)ccc(OC)c2c1, COC(=O)CN(C)C(=S)c1ccc(OC)c2cc(OC)ccc12. Product: COC(=O)CN(C)C(=O)c1ccc(OC)c2cc(OC)ccc12. Reaction SMILES: [Br:18][c:19]1[cH:20][cH:21][cH:22][c:23]2[c:24]1[cH:25][cH:26][cH:27][c:28]2[C:29]([OH:30])=[O:31].[CH3:1][O:2][c:3]1[cH:4][cH:5][c:6]([C:15](=[O:16])[OH:17])[c:7]2[cH:8][cH:9][c:10]([O:13][CH3:14])[cH:11][c:12]12.[CH3:32][O:33][C:34]([CH2:35][N:36]([CH3:37])[C:38]([c:39]1[c:40]2[c:41]([cH:42][c:43]([O:44][CH3:45])[cH:46][cH:47]2)[c:48]([O:49][CH3:50])[cH:51][cH:52]1)=[S:53])=[O:54]>>[CH3:1][O:2][c:3]1[cH:4][cH:5][c:6]([C:15](=[O:17])[N:36]([CH2:35][C:34]([O:33][CH3:32])=[O:54])[CH3:37])[c:7]2[cH:8][cH:9][c:10]([O:13][CH3:14])[cH:11][c:12]12. The reactants are C1CCOC1 (THF), C(C)OC1=C(C(=C(C=C1)C1=C(C(=CC=C1)F)F)F)F (4-ethoxy-2,2′,3,3′-tetrafluorobiphenyl), C(C)(CC)[Li] (sec-butyllithium). Run in CN(C)C=O (N,N,-dimethylformamide). Conditions: temperature -65 celsius, time 1 hour. The product is C(C)OC1(C(C(=C(C=C1)C1=C(C(=CC=C1)F)F)F)F)C=O (4-ethoxy-2,2′,3,3′-tetrafluorobiphenyl-4-carboaldehyde). Yield: 70.0%. RXN SMILES: C1C[O:4][CH2:3]C1.[CH2:6]([O:8][C:9]1[CH:14]=[CH:13][C:12]([C:15]2[CH:20]=[CH:19][CH:18]=[C:17]([F:21])[C:16]=2[F:22])=[C:11]([F:23])[C:10]=1[F:24])[CH3:7].C([Li])(CC)C>CN(C=O)C>[CH2:6]([O:8][C:9]1([CH:3]=[O:4])[CH:14]=[CH:13][C:12]([C:15]2[CH:20]=[CH:19][CH:18]=[C:17]([F:21])[C:16]=2[F:22])=[C:11]([F:23])[CH:10]1[F:24])[CH3:7]. Reported procedure: THF (400 ml) was added to 4-ethoxy-2,2′,3,3′-tetrafluorobiphenyl (6) (39.25 g) prepared by means of a conventional coupling reaction in a reaction vessel under an atmosphere of nitrogen. The solution was cooled to −65° C. or lower, and sec-butyllithium (1.08 M in cyclohexane and n-hexane; 141.3 ml) was added dropwise. After the reaction mixture had been stirred at −65° C. for another 1 hour, N,N,-dimethylformamide (21.2 g) was added dropwise, and the reaction mixture was warmed slowly to room te... The reactants are C(C1=CC=CC=C1)ON1[C@H]2CC[C@@H](N(C1=O)C2)C(=O)NN(C(CC)=O)C ((2R,5S)-6-(benzyloxy)-N′-methyl-7-oxo-N′-propanoyl-1,6-diazabicyclo[3.2.1]octane-2-carbohydrazide), [H][H] (hydrogen). Reagents/catalysts: [Pd] (Pd/C). The solvent is CO (methanol). Product: ON1[C@H]2CC[C@@H](N(C1=O)C2)C(=O)NN(C(CC)=O)C ((2R,5S)-6-hydroxy-N′-methyl-7-oxo-N′-propanoyl-1,6-diazabicyclo[3.2.1]octane-2-carbohydrazide). Isolated yield 77.2%. As a reaction SMILES: C([O:8][N:9]1[C:15](=[O:16])[N:14]2[CH2:17][C@@H:10]1[CH2:11][CH2:12][C@@H:13]2[C:18]([NH:20][N:21]([CH3:26])[C:22](=[O:25])[CH2:23][CH3:24])=[O:19])C1C=CC=CC=1.[H][H]>CO.[Pd]>[OH:8][N:9]1[C:15](=[O:16])[N:14]2[CH2:17][C@@H:10]1[CH2:11][CH2:12][C@@H:13]2[C:18]([NH:20][N:21]([CH3:26])[C:22](=[O:25])[CH2:23][CH3:24])=[O:19]. Reported procedure: To a solution of (2R,5S)-6-(benzyloxy)-N′-methyl-7-oxo-N′-propanoyl-1,6-diazabicyclo[3.2.1]octane-2-carbohydrazide 226 (0.19 g, 0.52 mml) in methanol (20 mL) was added 5% Pd/C (0.20 g). The mixture was hydrogenated under 10 psi hydrogen atmosphere at room temperature for 1 h. The catalyst was filtered through Celite, and the filtrate was evaporated to give (2R,5S)-6-hydroxy-N′-methyl-7-oxo-N′-propanoyl-1,6-diazabicyclo[3.2.1]octane-2-carbohydrazide 227 (0.11 g, 79%) as a brown foam. Starting materials: haloformate, haloformate, N1=NC=CC=C1 (pyridazine), ClC(=O)OC1=CC=CC=C1 (phenyl chloroformate), N1=NC(=CC=C1)N (pyridazineamine), N1=CC=CC=C1 (pyridine). Run in C(C)N(CC)CC (triethylamine). Product: C(N)(OC=1N=NC=CC1)=O (pyridazinyl carbamate). As a reaction SMILES: Cl[C:2]([O:4][C:5]1C=C[CH:8]=[CH:7][CH:6]=1)=[O:3].[N:11]1C=CC=C(N)[N:12]=1.[N:18]1C=CC=CN=1.N1C=CC=CC=1>C(N(CC)CC)C>[C:2](=[O:3])([O:4][C:5]1[N:11]=[N:12][CH:8]=[CH:7][CH:6]=1)[NH2:18]. Procedure details: The reaction of a haloformate, such as phenyl chloroformate, and a pyridazineamine generally is carried out by combining a slight excess of haloformate with the pyridazine in an organic solvent, such as pyridine or triethylamine, and stirring the mixture for about 1 to about 24 hours at a temperature of about 0° to about 30° C. The product of the reaction, a pyridazinyl carbamate, is generally isolated by acidifying the reaction mixture, for instance by the addition of a mineral acid, such as hy... Reactants: CO, Nc1cc(C(=O)O)ccc1F, O=S(Cl)Cl. Product: COC(=O)c1ccc(F)c(N)c1. RXN SMILES: [CH3:16][OH:17].[NH2:1][c:2]1[cH:3][c:4]([C:5](=[O:6])[OH:7])[cH:8][cH:9][c:10]1[F:11].[S:12]([Cl:13])([Cl:14])=[O:15]>>[NH2:1][c:2]1[cH:3][c:4]([C:5]([O:6][CH3:16])=[O:7])[cH:8][cH:9][c:10]1[F:11].